Task: describe an organic reaction: reactants, conditions, products, and yield. Dataset: the Open Reaction Database (ORD), a public repository of structured organic reaction records The reactants are O=C([O-])[O-], CN(C)C=O, Cc1noc(C(C)NC(=O)c2cc3c(-c4ccc(F)cc4F)n[nH]c3s2)n1, OCCI, [K+], [K+]. Product: Cc1noc(C(C)NC(=O)c2cc3c(-c4ccc(F)cc4F)nn(CCO)c3s2)n1. As a reaction SMILES: [C:28](=[O:29])([O-:30])[O-:31].[CH3:38][N:39]([CH3:40])[CH:41]=[O:42].[F:1][c:2]1[c:3](-[c:9]2[c:10]3[c:11]([nH:12][n:13]2)[s:14][c:15]([C:17](=[O:18])[NH:19][CH:20]([CH3:21])[c:22]2[n:23][c:24]([CH3:27])[n:25][o:26]2)[cH:16]3)[cH:4][cH:5][c:6]([F:8])[cH:7]1.[I:34][CH2:35][CH2:36][OH:37].[K+:32].[K+:33]>>[F:1][c:2]1[c:3](-[c:9]2[c:10]3[c:11]([n:12]([CH2:35][CH2:36][OH:37])[n:13]2)[s:14][c:15]([C:17](=[O:18])[NH:19][CH:20]([CH3:21])[c:22]2[n:23][c:24]([CH3:27])[n:25][o:26]2)[cH:16]3)[cH:4][cH:5][c:6]([F:8])[cH:7]1.